describe an organic reaction: reactants, conditions, products, and yield From a dataset of the Open Reaction Database (ORD), a public repository of structured organic reaction records. Starting materials: [Al+3], CCOC(=O)c1cnc(Cl)cc1NC(C)(C)C, C1CCOC1, [H-], [H-], [H-], [H-], [Li+]. Product: CC(C)(C)Nc1cc(Cl)ncc1CO. RXN SMILES: [Al+3:2].[C:7]([CH3:8])([CH3:9])([CH3:10])[NH:11][c:12]1[cH:13][c:14]([Cl:23])[n:15][cH:16][c:17]1[C:18](=[O:19])[O:20][CH2:21][CH3:22].[CH2:24]1[O:25][CH2:26][CH2:27][CH2:28]1.[H-:1].[H-:4].[H-:5].[H-:6].[Li+:3]>>[C:7]([CH3:8])([CH3:9])([CH3:10])[NH:11][c:12]1[cH:13][c:14]([Cl:23])[n:15][cH:16][c:17]1[CH2:18][OH:19]. Starting materials: [N+](=O)([O-])[O-].C(=O)(O)C1=[NH+]C=C(C=C1C(=O)O)CC (2.3-dicarboxy-5-ethylpyridinium nitrate), C(Cl)Cl (methylene chloride), C(C(C)C)C(=O)C (methyl isobutyl ketone). The product is C(C)C=1C=C(C(=NC1)C(=O)O)C(=O)O (5-ethyl-2,3-pyridinedicarboxylic acid), C(C)C=1C=NC2=C(C=CC=C2C1)O (3-ethyl-8-hydroxyquinoline). Reaction SMILES: [N+]([O-])([O-])=O.[C:5]([C:8]1[C:13]([C:14]([OH:16])=[O:15])=[CH:12][C:11]([CH2:17][CH3:18])=[CH:10][NH+:9]=1)([OH:7])=[O:6].C(Cl)Cl.[CH2:22](C(C)=O)[CH:23](C)C>>[CH2:17]([C:11]1[CH:12]=[C:13]([C:14]([OH:16])=[O:15])[C:8]([C:5]([OH:7])=[O:6])=[N:9][CH:10]=1)[CH3:18].[CH2:17]([C:11]1[CH:10]=[N:9][C:8]2[C:13]([CH:12]=1)=[CH:14][CH:23]=[CH:22][C:5]=2[OH:7])[CH3:18] |f:0.1|. Procedure details: The nitrate salt obtained in Example 1 is dispersed in a mixture of lo0 mL of methylene chloride and 100 mL of methyl isobutyl ketone, heated at reflux temperature for 1 hour, cooled to room temperature and filtered. The filter cake is washed with a 1:1 mixture of methylene chloride:methyl isobutyl ketone and dried in vacuo to give 5-ethyl-2,3-pyridinedicarboxylic acid, 34.6 g, (89% isolated yield from 3-ethyl-8-hydroxyquinoline), 94.5% pure by HPLC. Starting materials: diazonium salt, ClC1=C(C=CC=C1Cl)O (2,3-dichlorophenol), [OH-].[Na+] (NaOH), O.NN (hydrazine hydrate), N(=O)[O-].[Na+] (NaNO2), Cl (HCl), NC1=CC=CC=C1 (aniline). Reagents/catalysts: [Ni] (Raney nickel). Run in O (H2O), O (H2O). Conditions: time 30 minute. Product: ClC1=C(N)C=CC(=C1Cl)O (2,3-dichloro-4-hydroxyaniline). Yield: 94.4%. Reaction SMILES: N([O-])=O.[Na+].Cl.[NH2:6]C1C=CC=CC=1.[Cl:13][C:14]1[C:19]([Cl:20])=[CH:18][CH:17]=[CH:16][C:15]=1[OH:21].[OH-].[Na+].O.NN>O.[Ni]>[Cl:20][C:19]1[C:14]([Cl:13])=[C:15]([OH:21])[CH:16]=[CH:17][C:18]=1[NH2:6] |f:0.1,5.6,7.8|. Procedure: At 0-5° C., a solution of 7.3 g (0.105 mol) of NaNO2 in 22 ml of H2O is added dropwise to 50 ml of aqueous HCl (15%) and 9.3 g (0.1 mol) of aniline in a 250 ml two-neck flask fitted with internal thermometer and magnetic stirrer. After 30 min, this diazonium salt solution is added slowly at 5-10° C. to a solution of 16.4 g (0.1 mol) of 2,3-dichlorophenol and 12.4 g (0.31 mol) of NaOH in 100 ml of H2O. The suspension is allowed to warm to room temperature and stirred for a further 1 h, and 0.5 g ...